From a dataset of the Open Reaction Database (ORD), a public repository of structured organic reaction records. describe an organic reaction: reactants, conditions, products, and yield Starting materials: O=C(Cl)C(=O)Cl, ClCCl, O=C(O)CCc1ccc([N+](=O)[O-])cc1, CN(C)C=O. Product: O=C(Cl)CCc1ccc([N+](=O)[O-])cc1. As a reaction SMILES: [Cl:15][C:16]([C:17]([Cl:18])=[O:19])=[O:20].[Cl:26][CH2:27][Cl:28].[N+:1](=[O:2])([O-:3])[c:4]1[cH:5][cH:6][c:7]([CH2:10][CH2:11][C:12](=[O:13])[OH:14])[cH:8][cH:9]1.[O:21]=[CH:22][N:23]([CH3:24])[CH3:25]>>[N+:1](=[O:2])([O-:3])[c:4]1[cH:5][cH:6][c:7]([CH2:10][CH2:11][C:12](=[O:14])[Cl:15])[cH:8][cH:9]1. Starting materials: S(C)C (SMe2), B1(N2CCC[C@@H]2C(O1)(C3=CC=CC=C3)C4=CC=CC=C4)C ((R)-2-methyl-CBS-oxazaborolidine), FC(C(=O)N1CC=2C=CC3=C(C2CC1)CCCC3=O)(F)F (3-(2,2,2-trifluoroacetyl)-1,2,3,4,9,10-hexahydrobenzo[f]isoquinolin-7(8H)-one). Run in C1CCOC1 (THF), C1(=CC=CC=C1)C (toluene). Reaction conditions: time 2 hour. Yields the product FC(C(=O)N1CC=2C=CC3=C(C2CC1)CCC[C@@H]3O)(F)F ((S)-2,2,2-trifluoro-1-(7-hydroxy-1,2,7,8,9,10-hexahydrobenzo[f]isoquinolin-3(4H)-yl)ethanone). As a reaction SMILES: B1(C)OC(C2C=CC=CC=2)(C2C=CC=CC=2)[C@@H]2N1CCC2.S(C)C.[F:25][C:26]([F:45])([F:44])[C:27]([N:29]1[CH2:38][CH2:37][C:36]2[C:35]3[CH2:39][CH2:40][CH2:41][C:42](=[O:43])[C:34]=3[CH:33]=[CH:32][C:31]=2[CH2:30]1)=[O:28]>C1(C)C=CC=CC=1.C1COCC1>[F:45][C:26]([F:25])([F:44])[C:27]([N:29]1[CH2:38][CH2:37][C:36]2[C:35]3[CH2:39][CH2:40][CH2:41][C@H:42]([OH:43])[C:34]=3[CH:33]=[CH:32][C:31]=2[CH2:30]1)=[O:28]. Reported procedure: To a solution of (R)-2-methyl-CBS-oxazaborolidine (1M solution in toluene, 0.1 mL, 0.1 mmol) in 3 mL of toluene at −10 ° C. was added BH3.SMe2 (0.23 mL, 2.4 mmol). To this stirred solution was then added 3-(2,2,2-trifluoroacetyl)-1,2,3,4,9,10-hexahydrobenzo[f]isoquinolin-7(8H)-one (594 mg, 2 mmol)in 5 mL of dry THF dropwise while keeping the temperature around −10° C. After stirring at room temperature for 2 h, the reaction mixture was cooled down to −5 ° C. and was quenched with 1 ML of MeOH an... Starting materials: CC(C)c1cc(O)nc(-c2ccc(Cl)cc2)n1, O=P(Cl)(Cl)Cl. Product: CC(C)c1cc(Cl)nc(-c2ccc(Cl)cc2)n1. RXN SMILES: [Cl:1][c:2]1[cH:3][cH:4][c:5](-[c:8]2[n:9][c:10]([CH:15]([CH3:16])[CH3:17])[cH:11][c:12]([OH:14])[n:13]2)[cH:6][cH:7]1.[P:18]([Cl:19])([Cl:20])([Cl:21])=[O:22]>>[Cl:1][c:2]1[cH:3][cH:4][c:5](-[c:8]2[n:9][c:10]([CH:15]([CH3:16])[CH3:17])[cH:11][c:12]([Cl:20])[n:13]2)[cH:6][cH:7]1. Yield: 65.2%. Procedure: A mixture of 382 mg (1 mmole) 4-(2-bromo-6-pyrrolidine-1-yl-pyridine-4-sulfonyl)-phenylamine, 91 mg (1.1 mmole) 3,3-dimethyl-1-butyne, 38 mg copper(I)-iodide and 35 mg bis(triphenylphosphine)-palladium(II)-chloride is refluxed for 1 hour in 5 ml dimethylformamide and 5 ml diethylamine. The solvents are removed and the residue is diluted with dichloromethane. The dichloromethane solution is washed twice with water, dried over magnesiumsulfate and concentrated in vacuo. Recrystallisation of the re... As a reaction SMILES: Br[C:2]1[CH:7]=[C:6]([S:8]([C:11]2[CH:16]=[CH:15][C:14]([NH2:17])=[CH:13][CH:12]=2)(=[O:10])=[O:9])[CH:5]=[C:4]([N:18]2[CH2:22][CH2:21][CH2:20][CH2:19]2)[N:3]=1.[CH3:23][C:24]([CH3:28])([CH3:27])[C:25]#[CH:26]>CN(C)C=O.C(NCC)C.[Cu]I.C1C=CC(P(C2C=CC=CC=2)C2C=CC=CC=2)=CC=1.C1C=CC(P(C2C=CC=CC=2)C2C=CC=CC=2)=CC=1.Cl[Pd]Cl>[CH3:23][C:24]([CH3:28])([CH3:27])[C:25]#[C:26][C:2]1[CH:7]=[C:6]([S:8]([C:11]2[CH:16]=[CH:15][C:14]([NH2:17])=[CH:13][CH:12]=2)(=[O:10])=[O:9])[CH:5]=[C:4]([N:18]2[CH2:22][CH2:21][CH2:20][CH2:19]2)[N:3]=1 |f:5.6.7|. The product is CC(C#CC1=NC(=CC(=C1)S(=O)(=O)C1=CC=C(C=C1)N)N1CCCC1)(C)C (4-[2-(3,3-dimethyl-but-1-ynyl)-6-pyrrolidine-1-yl-pyridine-4-sulfonyl]-phenylamine). Reactants: BrC1=NC(=CC(=C1)S(=O)(=O)C1=CC=C(C=C1)N)N1CCCC1 (4-(2-bromo-6-pyrrolidine-1-yl-pyridine-4-sulfonyl)-phenylamine), CC(C#C)(C)C (3,3-dimethyl-1-butyne). Reagents/catalysts: [Cu]I (copper(I)-iodide), C1=CC=C(C=C1)P(C2=CC=CC=C2)C3=CC=CC=C3.C1=CC=C(C=C1)P(C2=CC=CC=C2)C3=CC=CC=C3.Cl[Pd]Cl (bis(triphenylphosphine)-palladium(II)-chloride). Run in C(C)NCC (diethylamine), CN(C=O)C (dimethylformamide). The reactants are [BH4-], CCOCC, [Cl-], [Cl-], CCOC(=O)C(Cc1cccc(OC(F)(F)C(F)F)c1)C(=O)c1cccc(Cl)c1, Cl, [Na+], O, [Zn+2]. Product: CCOC(=O)C(Cc1cccc(OC(F)(F)C(F)F)c1)C(O)c1cccc(Cl)c1. As a reaction SMILES: [BH4-:1].[CH3:34][CH2:35][O:36][CH2:37][CH3:38].[Cl-:39].[Cl-:41].[Cl:3][c:4]1[cH:5][c:6]([C:10]([CH:11]([C:12](=[O:13])[O:14][CH2:15][CH3:16])[CH2:17][c:18]2[cH:19][c:20]([O:24][C:25]([CH:26]([F:27])[F:28])([F:29])[F:30])[cH:21][cH:22][cH:23]2)=[O:31])[cH:7][cH:8][cH:9]1.[ClH:32].[Na+:2].[OH2:33].[Zn+2:40]>>[Cl:3][c:4]1[cH:5][c:6]([CH:10]([CH:11]([C:12](=[O:13])[O:14][CH2:15][CH3:16])[CH2:17][c:18]2[cH:19][c:20]([O:24][C:25]([CH:26]([F:27])[F:28])([F:29])[F:30])[cH:21][cH:22][cH:23]2)[OH:31])[cH:7][cH:8][cH:9]1. The product is COCC12Cc3cnn(-c4ccc(F)cc4)c3C=C1CCN(S(=O)(=O)c1ccc(N3CC4CC3CO4)nc1)C2. Reactants: CCN(C(C)C)C(C)C, C1OC2CNC1C2, COCC12Cc3cnn(-c4ccc(F)cc4)c3C=C1CCN(S(=O)(=O)c1ccc(Cl)nc1)C2, Cl. RXN SMILES: [CH:34]([N:35]([CH:36]([CH3:37])[CH3:38])[CH2:39][CH3:40])([CH3:41])[CH3:42].[CH:44]12[O:45][CH2:46][CH:47]([NH:48][CH2:49]1)[CH2:50]2.[Cl:1][c:2]1[cH:3][cH:4][c:5]([S:8](=[O:9])(=[O:10])[N:11]2[CH2:12][C:13]3([CH2:31][O:32][CH3:33])[CH2:14][c:15]4[c:16]([n:21](-[c:24]5[cH:25][cH:26][c:27]([F:30])[cH:28][cH:29]5)[n:22][cH:23]4)[CH:17]=[C:18]3[CH2:19][CH2:20]2)[cH:6][n:7]1.[ClH:43]>>[c:2]1([N:48]2[CH:47]3[CH2:46][O:45][CH:44]([CH2:49]2)[CH2:50]3)[cH:3][cH:4][c:5]([S:8](=[O:9])(=[O:10])[N:11]2[CH2:12][C:13]3([CH2:31][O:32][CH3:33])[CH2:14][c:15]4[c:16]([n:21](-[c:24]5[cH:25][cH:26][c:27]([F:30])[cH:28][cH:29]5)[n:22][cH:23]4)[CH:17]=[C:18]3[CH2:19][CH2:20]2)[cH:6][n:7]1. Reactants: CC(C)(C)OC(=O)N1CCC(=O)CC1, CC(=O)O[BH-](OC(C)=O)OC(C)=O, COC(=O)c1sc(-c2cccc(N)c2)c(Br)c1OCC(=O)OC(C)(C)C, CC(=O)O, ClCCl, [Na+]. Product: COC(=O)c1sc(-c2cccc(NC3CCN(C(=O)OC(C)(C)C)CC3)c2)c(Br)c1OCC(=O)OC(C)(C)C. As a reaction SMILES: [C:27]([CH3:28])([CH3:29])([CH3:30])[O:31][C:32](=[O:33])[N:34]1[CH2:35][CH2:36][C:37](=[O:40])[CH2:38][CH2:39]1.[C:45]([O:46][BH-:47]([O:48][C:49](=[O:50])[CH3:51])[O:52][C:53](=[O:54])[CH3:55])(=[O:56])[CH3:57].[CH3:1][O:2][C:3](=[O:4])[c:5]1[s:6][c:7](-[c:20]2[cH:21][c:22]([NH2:26])[cH:23][cH:24][cH:25]2)[c:8]([Br:19])[c:9]1[O:10][CH2:11][C:12](=[O:13])[O:14][C:15]([CH3:16])([CH3:17])[CH3:18].[CH3:41][C:42](=[O:43])[OH:44].[Cl:59][CH2:60][Cl:61].[Na+:58]>>[CH3:1][O:2][C:3](=[O:4])[c:5]1[s:6][c:7](-[c:20]2[cH:21][c:22]([NH:26][CH:37]3[CH2:36][CH2:35][N:34]([C:32]([O:31][C:27]([CH3:28])([CH3:29])[CH3:30])=[O:33])[CH2:39][CH2:38]3)[cH:23][cH:24][cH:25]2)[c:8]([Br:19])[c:9]1[O:10][CH2:11][C:12](=[O:13])[O:14][C:15]([CH3:16])([CH3:17])[CH3:18]. Solvent: C(C)(=O)OCC (ethyl acetate), O (water). Run at temperature -5 celsius. Product: O1CC1COC=1SC(=CN1)C(=O)NCCCCC=C (1,2-epoxy-3-[5-(hex-5-enylaminocarbonyl)thiazole-2-yloxy]propane). Reaction SMILES: [H-].[Na+].O1CCCC1.[CH2:8]1[O:10][CH:9]1[CH2:11][OH:12].C(S([C:17]1[S:18][C:19]([C:22]([NH:24][CH2:25][CH2:26][CH2:27][CH2:28][CH:29]=[CH2:30])=[O:23])=[CH:20][N:21]=1)=O)C>O.C(OCC)(=O)C>[O:10]1[CH:9]([CH2:11][O:12][C:17]2[S:18][C:19]([C:22]([NH:24][CH2:25][CH2:26][CH2:27][CH2:28][CH:29]=[CH2:30])=[O:23])=[CH:20][N:21]=2)[CH2:8]1 |f:0.1|. Starting materials: O1CCCC1 (tetrahydrofuran), [H-].[Na+] (sodium hydride), C(C)S(=O)C=1SC(=CN1)C(=O)NCCCCC=C (2-ethylsulfinyl-5-(hex-5-enylaminocarbonyl)thiazole), O1CCCC1 (tetrahydrofuran), C1C(O1)CO (glycidol). Reported procedure: In this preparation 0.0525 mole of sodium hydride in a 50% mineral oil mixture is stirred in 300 ml. of anhydrous tetrahydrofuran, under nitrogen, then cooled to -30° C and 0.055 mole of glycidol is added dropwise. The mixture is allowed to warm to -5° C and stirred for ten minutes and then recooled to -30° C. A solution of 0.05 mole of 2-ethylsulfinyl-5-(hex-5-enylaminocarbonyl)thiazole in 100 ml. of anhydrous tetrahydrofuran is added dropwise and the resulting mixture allowed to warm to 0° C. ...